From a dataset of the Open Reaction Database (ORD), a public repository of structured organic reaction records. describe an organic reaction: reactants, conditions, products, and yield The reactants are Cl.C(C1=CC=CC=C1)C=1CC2=CC=C(C=C2C1CCN)OC (2-(2-benzyl-5-methoxy-1H-inden-3-yl)ethylamine hydrochloride), C(CCC)(=O)Cl (butyryl chloride). Yields the product Example 8, C(C1=CC=CC=C1)C=1CC2=CC=C(C=C2C1CCNC(CCC)=O)OC (N-[2-(2-Benzyl-5-methoxy-1H-inden-3-yl)ethyl]butyramide). Yield: 97.0%. RXN SMILES: Cl.[CH2:2]([C:9]1[CH2:10][C:11]2[C:16]([C:17]=1[CH2:18][CH2:19][NH2:20])=[CH:15][C:14]([O:21][CH3:22])=[CH:13][CH:12]=2)[C:3]1[CH:8]=[CH:7][CH:6]=[CH:5][CH:4]=1.[C:23](Cl)(=[O:27])[CH2:24][CH2:25][CH3:26]>>[CH2:2]([C:9]1[CH2:10][C:11]2[C:16]([C:17]=1[CH2:18][CH2:19][NH:20][C:23](=[O:27])[CH2:24][CH2:25][CH3:26])=[CH:15][C:14]([O:21][CH3:22])=[CH:13][CH:12]=2)[C:3]1[CH:8]=[CH:7][CH:6]=[CH:5][CH:4]=1 |f:0.1|. Procedure: Starting with 2-(2-benzyl-5-methoxy-1H-inden-3-yl)ethylamine hydrochloride and butyryl chloride, the title compound was synthesized in otherwise the same manner as Example 8 (yield 97%). The reactants are O1COC2=C1C=CC(=C2)C2(OCC(CO2)(C)C)CS[C@@H]2[C@H](N(C2=O)C2=CC=C(C=C2)F)C2=CC=C(OCC(=O)OC(C)(C)C)C=C2 (tert-Butyl {4-[(2R,3R)-3-({[2-(1,3-benzodioxol-5-yl)-5,5-dimethyl-1,3-dioxan-2-yl]methyl}thio)-1-(4-fluorophenyl)-4-oxoazetidin-2-yl]phenoxy}acetate). Solvent: C(=O)O (formic acid). Reaction conditions: time 2 hour. Yields the product O1COC2=C1C=CC(=C2)C(CS[C@@H]2[C@H](N(C2=O)C2=CC=C(C=C2)F)C2=CC=C(OCC(=O)O)C=C2)=O ({4-[(2R,3R)-3-{[2-(1,3-Benzodioxol-5-yl)-2-oxoethyl]thio}-1-(4-fluorophenyl)-4-oxoazetidin-2-yl]phenoxy}acetic acid). Reaction SMILES: [O:1]1[C:5]2[CH:6]=[CH:7][C:8]([C:10]3([CH2:18][S:19][C@H:20]4[C:23](=[O:24])[N:22]([C:25]5[CH:30]=[CH:29][C:28]([F:31])=[CH:27][CH:26]=5)[C@@H:21]4[C:32]4[CH:46]=[CH:45][C:35]([O:36][CH2:37][C:38]([O:40]C(C)(C)C)=[O:39])=[CH:34][CH:33]=4)OCC(C)(C)C[O:11]3)=[CH:9][C:4]=2[O:3][CH2:2]1>C(O)=O>[O:1]1[C:5]2[CH:6]=[CH:7][C:8]([C:10](=[O:11])[CH2:18][S:19][C@H:20]3[C:23](=[O:24])[N:22]([C:25]4[CH:26]=[CH:27][C:28]([F:31])=[CH:29][CH:30]=4)[C@@H:21]3[C:32]3[CH:33]=[CH:34][C:35]([O:36][CH2:37][C:38]([OH:40])=[O:39])=[CH:45][CH:46]=3)=[CH:9][C:4]=2[O:3][CH2:2]1. Procedure: tert-Butyl {4-[(2R,3R)-3-({[2-(1,3-benzodioxol-5-yl)-5,5-dimethyl-1,3-dioxan-2-yl]methyl}thio)-1-(4-fluorophenyl)-4-oxoazetidin-2-yl]phenoxy}acetate (Method 16) (10.0 g, 15.35 mmol) was dissolved in formic acid (100 mL) at room temperature and stirred for two hours. The mixture was concentrated under reduced pressure (temperature<30° C.) and the crude oil was purified by flash-chromatography (heptane:acetone:formic acid 6:4:0.01 and then 5:5:0.01) to afford the title compound. The reactants are O1CCCC=C1 (Dihydropyran), C(C)(=O)C=1NC2=C(N1)C=CC=C2 (2-acetylbenzoimidazole), C1(=CC=C(C=C1)S(=O)(=O)O)C (p-toluenesulfonic acid). Run in ClCCl (dichloromethane). Reaction conditions: time 24 hour. The product is C(C)(=O)C1=NC2=C(N1C1OCCCC1)C=CC=C2 (2-acetyl-1-(tetrahydropyran-2-yl)-benzoimidazole). RXN SMILES: [O:1]1[CH:6]=[CH:5][CH2:4][CH2:3][CH2:2]1.[C:7]([C:10]1[NH:11][C:12]2[CH:18]=[CH:17][CH:16]=[CH:15][C:13]=2[N:14]=1)(=[O:9])[CH3:8].C1(C)C=CC(S(O)(=O)=O)=CC=1>ClCCl>[C:7]([C:10]1[N:11]([CH:6]2[CH2:5][CH2:4][CH2:3][CH2:2][O:1]2)[C:12]2[CH:18]=[CH:17][CH:16]=[CH:15][C:13]=2[N:14]=1)(=[O:9])[CH3:8]. Procedure: Dihydropyran (20.5 mL) as added dropwise to a solution of 2-acetylbenzoimidazole (32 g) and p-toluenesulfonic acid (2 g) in dichloromethane (280 mL) at reflux. The reaction mixture was stirred at this temperature for 24 hours, then cooled and the insoluble materials were filtered off. The filtrate was concentrated to give 2-acetyl-1-(tetrahydropyran-2-yl)-benzoimidazole as an amber oil (51.8 g). TLC: dichloromethane:methanol, 97:3) RF=0.80. Reactants: C1(=CC=CC=C1)S(=O)(=O)N1C=C(C2=CC(=CC=C12)C(=O)OC)CCCCN1CCC(=CC1)C1=CC=CC=C1 (methyl 1-benzenesulfonyl-3-[4-(4-phenyl-1,2,3,6-tetrahydropyridyl)-butyl]-indole-5-carboxylate), [OH-].[K+] (KOH). Run in O (water), C(C)O (ethanol). Yields the product C1(=CC=CC=C1)C=1CCN(CC1)CCCCC1=CNC2=CC=C(C=C12)C(=O)O (3-[4-(4-phenyl-1,2,3,6-tetrahydropyridyl)-butyl]-indole-5-carboxylic acid). As a reaction SMILES: C1(S([N:10]2[C:18]3[C:13](=[CH:14][C:15]([C:19]([O:21]C)=[O:20])=[CH:16][CH:17]=3)[C:12]([CH2:23][CH2:24][CH2:25][CH2:26][N:27]3[CH2:32][CH:31]=[C:30]([C:33]4[CH:38]=[CH:37][CH:36]=[CH:35][CH:34]=4)[CH2:29][CH2:28]3)=[CH:11]2)(=O)=O)C=CC=CC=1.[OH-].[K+]>O.C(O)C>[C:33]1([C:30]2[CH2:31][CH2:32][N:27]([CH2:26][CH2:25][CH2:24][CH2:23][C:12]3[C:13]4[C:18](=[CH:17][CH:16]=[C:15]([C:19]([OH:21])=[O:20])[CH:14]=4)[NH:10][CH:11]=3)[CH2:28][CH:29]=2)[CH:38]=[CH:37][CH:36]=[CH:35][CH:34]=1 |f:1.2|. Procedure details: 4.68 g of methyl 1-benzenesulfonyl-3-[4-(4-phenyl-1,2,3,6-tetrahydropyridyl)-butyl]-indole-5-carboxylate [obtainable from methyl 1-benzenesulfonyl-3-(4-chlorobutyl)-indole-5-carboxylate and 4-phenyl-1,2,3,6-tetrahydropyridine] are boiled with 1 g of KOH in 7 ml of water and 14 ml of ethanol for 16 hours, and the mixture is concentrated and worked up in the customary manner to give 3-[4-(4-phenyl-1,2,3,6-tetrahydropyridyl)-butyl]-indole-5-carboxylic acid, m.p. 284°-285°. Procedure: The product of step B and indole were reacted using the procedure of Example 41, step C to provide tert-butyl 8-(1H-indol-1-ylsulfonyl)-6-chloro-3,4-dihydrobenzofuro[3,2-c]pyridine-2(1H)-carboxylate (35 mg, 45%) as an off-white solid: 1H NMR (CDCl3, 300 MHz) δ 8.00 (d, J=8.1 Hz, 1H), 7.89 (s, 1H), 7.73 (d, J=1.5 Hz, 1H), 7.58 (d, J=3.6 Hz, 1H), 7.52 (d, J=7.8 Hz, 1H), 7.36-7.30 (m, 1H), 7.25-7.20 (m, 1H), 6.69-6.68 (m, 1H), 4.52 (s, 2H), 3.80 (t, J=5.4 Hz, 2H), 2.88 (t, J=5.1 Hz, 2H), 1.50 (s, 9... RXN SMILES: [Cl:1][C:2]1[C:7]2[O:8][C:9]3[CH2:14][CH2:13][N:12]([C:15]([O:17][C:18]([CH3:21])([CH3:20])[CH3:19])=[O:16])[CH2:11][C:10]=3[C:6]=2[CH:5]=[C:4]([S:22](Cl)(=[O:24])=[O:23])[CH:3]=1.[NH:26]1[C:34]2[C:29](=[CH:30][CH:31]=[CH:32][CH:33]=2)[CH:28]=[CH:27]1>>[N:26]1([S:22]([C:4]2[CH:3]=[C:2]([Cl:1])[C:7]3[O:8][C:9]4[CH2:14][CH2:13][N:12]([C:15]([O:17][C:18]([CH3:21])([CH3:20])[CH3:19])=[O:16])[CH2:11][C:10]=4[C:6]=3[CH:5]=2)(=[O:24])=[O:23])[C:34]2[C:29](=[CH:30][CH:31]=[CH:32][CH:33]=2)[CH:28]=[CH:27]1. Product: N1(C=CC2=CC=CC=C12)S(=O)(=O)C=1C=C(C2=C(C1)C=1CN(CCC1O2)C(=O)OC(C)(C)C)Cl (tert-butyl 8-(1H-indol-1-ylsulfonyl)-6-chloro-3,4-dihydrobenzofuro[3,2-c]pyridine-2(1H)-carboxylate). Starting materials: ClC1=CC(=CC2=C1OC1=C2CN(CC1)C(=O)OC(C)(C)C)S(=O)(=O)Cl (tert-butyl 6-chloro-8-(chlorosulfonyl)-3,4-dihydrobenzofuro[3,2-c]pyridine-2(1H)-carboxylate), N1C=CC2=CC=CC=C12 (indole). Yield: 45.0%. The reactants are C([O-])([O-])=O.[K+].[K+] (Potassium carbonate), C1(=CC=CC=C1)S(=O)(=O)N1C=CC2=CC=CN=C12 (N-phenylsulfonyl-7-azaindole), BrNC(CCC(=O)N)=O (N-Bromosuccinamide). Run in C1CCOC1 (THF). Conditions: time 2 day. Yields the product C1(=CC=CC=C1)S(=O)(=O)N1C=C(C=2C1=NC=CC2)Br (1-benzenesulfonyl-3-bromo-1H-pyrrolo[2,3-b]pyridine). Yield: 48.6%. Reaction SMILES: C(=O)([O-])[O-].[K+].[K+].[C:7]1([S:13]([N:16]2[C:24]3[C:19](=[CH:20][CH:21]=[CH:22][N:23]=3)[CH:18]=[CH:17]2)(=[O:15])=[O:14])[CH:12]=[CH:11][CH:10]=[CH:9][CH:8]=1.[Br:25]NC(=O)CCC(N)=O>C1COCC1>[C:7]1([S:13]([N:16]2[C:24]3=[N:23][CH:22]=[CH:21][CH:20]=[C:19]3[C:18]([Br:25])=[CH:17]2)(=[O:15])=[O:14])[CH:8]=[CH:9][CH:10]=[CH:11][CH:12]=1 |f:0.1.2|. Reported procedure: Potassium carbonate (47.1 g) was added to a solution of N-phenylsulfonyl-7-azaindole (1c) (80.0 g) in THF (500 mL) at 0° C. N-Bromosuccinamide (60.6 g) was then added portionwise to the suspension. The reaction mixture was warmed to rt and stirred for 2 days. It was quenched with water and the mixture was extracted with ethyl acetate. The combined organic phase was washed with brine, then dried over Na2SO4 and concentrated. The residue was subjected to silica gel column (eluted with 7:3 dichloro... The reactants are C=1SC=C2C=NC(=CC21)C(=O)OC (Methyl thieno[3,4-c]pyridine-6-carboxylate), [OH-].[Na+] (NaOH). Solvent: CO (MeOH), O (water). Reaction conditions: time 8 hour. The product is C=1SC=C2C=NC(=CC21)C(=O)O (thieno[3,4-c]pyridine-6-carboxylic acid). Isolated yield 96.6%. RXN SMILES: [CH:1]1[S:2][CH:3]=[C:4]2[C:9]=1[CH:8]=[C:7]([C:10]([O:12]C)=[O:11])[N:6]=[CH:5]2.[OH-].[Na+]>CO.O>[CH:1]1[S:2][CH:3]=[C:4]2[C:9]=1[CH:8]=[C:7]([C:10]([OH:12])=[O:11])[N:6]=[CH:5]2 |f:1.2|. Procedure details: Methyl thieno[3,4-c]pyridine-6-carboxylate (250 mg, 1.3 mmol) is dissolved in MeOH (7 ml) and water (1 ml). 2M NaOH (0.72 ml, 1.43 mmol) is added drop-wise. The reaction is stirred overnight at rt and is monitored by TLC. The volatiles are removed in vacuo and the residue is dissolved in water (2 ml). 10% HCl is used to adjust the pH to 3, and the reaction again stirred overnight at rt. The aqueous solution is extracted repeatedly with EtOAc (20×10 ml). The combined organics are dried over MgSO4...